describe an organic reaction: reactants, conditions, products, and yield From a dataset of the Open Reaction Database (ORD), a public repository of structured organic reaction records. Starting materials: CCOC(=O)c1nc(-c2cccnc2)sc1Br, [N-]=[N+]=[N-], [Na+], CN(C)C=O, O. The product is CCOC(=O)c1nc(-c2cccnc2)sc1N. RXN SMILES: [Br:1][c:2]1[c:3]([C:13](=[O:14])[O:15][CH2:16][CH3:17])[n:4][c:5](-[c:7]2[cH:8][n:9][cH:10][cH:11][cH:12]2)[s:6]1.[N-:19]=[N+:20]=[N-:21].[Na+:18].[O:23]=[CH:24][N:25]([CH3:26])[CH3:27].[OH2:22]>>[c:2]1([NH2:19])[c:3]([C:13](=[O:14])[O:15][CH2:16][CH3:17])[n:4][c:5](-[c:7]2[cH:8][n:9][cH:10][cH:11][cH:12]2)[s:6]1. Reactants: ClC=1C=CC(N(N1)CCOC1=CC=NC2=CC(=CC=C12)OC)=O (6-chloro-2-(2-(7-methoxyquinolin-4-yloxy)ethyl)pyridazin-3(2H)-one), S1C=C(C=C1)B(O)O (3-thiopheneboronic acid), C(=O)([O-])[O-].[Na+].[Na+] (Na2CO3). Solvent: C(=O)(O)[O-].[Na+] (NaHCO3), CCOC(=O)C (EtOAc), O1CCOCC1 (dioxane). Reaction conditions: temperature 120 celsius. The product is COC1=CC=C2C(=CC=NC2=C1)OCCN1N=C(C=CC1=O)C1=CSC=C1 (2-(2-(7-Methoxyquinolin-4-yloxy)ethyl)-6-(thiophen-3-yl)pyridazin-3(2H)-one). Isolated yield 72.2%. Reaction SMILES: Cl[C:2]1[CH:3]=[CH:4][C:5](=[O:23])[N:6]([CH2:8][CH2:9][O:10][C:11]2[C:20]3[C:15](=[CH:16][C:17]([O:21][CH3:22])=[CH:18][CH:19]=3)[N:14]=[CH:13][CH:12]=2)[N:7]=1.[S:24]1[CH:28]=[CH:27][C:26](B(O)O)=[CH:25]1.C([O-])([O-])=O.[Na+].[Na+]>O1CCOCC1.C([O-])(O)=O.[Na+].CCOC(C)=O>[CH3:22][O:21][C:17]1[CH:16]=[C:15]2[C:20]([C:11]([O:10][CH2:9][CH2:8][N:6]3[C:5](=[O:23])[CH:4]=[CH:3][C:2]([C:26]4[CH:27]=[CH:28][S:24][CH:25]=4)=[N:7]3)=[CH:12][CH:13]=[N:14]2)=[CH:19][CH:18]=1 |f:2.3.4,6.7|. Procedure details: To a solution of 6-chloro-2-(2-(7-methoxyquinolin-4-yloxy)ethyl)pyridazin-3(2H)-one (0.090 g, 0.27 mmol) and 3-thiopheneboronic acid (0.069 g, 0.54 mmol) in 4 mL of dioxane was added 1 mL of 1N Na2CO3 followed by 30 mg of FibreCat, in a microwave vial. The reaction was heated to 120° C. for 30 minutes. The mixture was then diluted with 40 mL of NaHCO3 and 60 mL of EtOAc. The organic phase was separated, washed with 30 mL of brine, dried over Na2SO4 and concentrated in vacuo. The residue was puri... Starting materials: Brc1ccc2[nH]ccc2c1, C=CS(=O)(=O)N(C)C, CC#N, CC(=O)[O-], CC(=O)[O-], [Pd+2], Cc1ccccc1P(c1ccccc1C)c1ccccc1C. Product: CN(C)S(=O)(=O)C=Cc1ccc2[nH]ccc2c1. RXN SMILES: [Br:1][c:2]1[cH:3][c:4]2[cH:5][cH:6][nH:7][c:8]2[cH:9][cH:10]1.[CH3:11][N:12]([S:13](=[O:14])(=[O:15])[CH:16]=[CH2:17])[CH3:18].[CH3:50][C:51]#[N:52].[O-:42][C:43]([CH3:44])=[O:45].[O-:46][C:47]([CH3:48])=[O:49].[Pd+2:41].[c:19]1([CH3:20])[cH:21][cH:22][cH:23][cH:24][c:25]1[P:26]([c:27]1[cH:28][cH:29][cH:30][cH:31][c:32]1[CH3:33])[c:34]1[cH:35][cH:36][cH:37][cH:38][c:39]1[CH3:40]>>[c:2]1([CH:17]=[CH:16][S:13]([N:12]([CH3:11])[CH3:18])(=[O:14])=[O:15])[cH:3][c:4]2[cH:5][cH:6][nH:7][c:8]2[cH:9][cH:10]1. Starting materials: FC1=C(C(=CC=C1C=O)F)C(C(=O)O)OCC ((RS)-(2,6-difluoro-3-formyl-phenyl)-ethoxy-acetic acid), NCC1=CC=C(C#N)C=C1 (4-aminomethyl benzonitrile). Yields the product C(#N)C1=CC=C(CNC(C(OCC)C2=C(C(=CC=C2F)C=O)F)=O)C=C1 ((RS)-N-(4-cyano-benzyl)-2-(2,6-difluoro-3-formyl-phenyl)-2-ethoxy-acetamide). Reaction SMILES: [F:1][C:2]1[C:7]([CH:8]=[O:9])=[CH:6][CH:5]=[C:4]([F:10])[C:3]=1[CH:11]([O:15][CH2:16][CH3:17])[C:12]([OH:14])=O.[NH2:18][CH2:19][C:20]1[CH:27]=[CH:26][C:23]([C:24]#[N:25])=[CH:22][CH:21]=1>>[C:19]([C:20]1[CH:27]=[CH:26][C:23]([CH2:24][NH:25][C:12](=[O:14])[CH:11]([C:3]2[C:4]([F:10])=[CH:5][CH:6]=[C:7]([CH:8]=[O:9])[C:2]=2[F:1])[O:15][CH2:16][CH3:17])=[CH:22][CH:21]=1)#[N:18]. Reported procedure: According to general procedure B (RS)-(2,6-difluoro-3-formyl-phenyl)-ethoxy-acetic acid was reacted with 4-aminomethyl benzonitrile to give (RS)-N-(4-cyano-benzyl)-2-(2,6-difluoro-3-formyl-phenyl)-2-ethoxy-acetamide. Amorphous off-white solid. MS 359.2 ([M+H]+) Starting materials: C(CC(=O)C)(=O)[O-] (acetoacetate), N(=NC(C#N)(CC)C)C(C#N)(CC)C (2,2'-Azobis(2-methylbutanenitrile)), C(C=C)(=O)OCCCC (butyl acrylate), C(C(=C)C)(=O)OC (methyl methacrylate), C(C(=C)C)(=O)OCCOC(CC(=O)C)=O (2-acetoacetoxyethyl methacrylate), C(CCCCCCCCCCC)S (dodecanethiol). Reported procedure: A three neck round bottom flask was charged with 8.4 g of butyl acrylate, 7.6 g of methyl methacrylate, 24.3 g of 2-acetoacetoxyethyl methacrylate, 1.3 g of dodecanethiol and 52 g of butyl acetate. This mixture was heated to 70° C. with vigorous mechanical stirring, under a nitrogen atmosphere. 2,2'-Azobis(2-methylbutanenitrile), 0.62 g, was added in one portion to the reaction mixture and the reaction was stirred at that temperature for 22 hours. A clear solution of the terpolymer was obtained ... Yields the product C(C=C)(=O)OCCCC.C(C(=C)C)(=O)OC.C(C(=C)C)(=O)OCCOC(CC(=O)C)=O (Butyl Acrylate Methyl Methacrylate 2-Acetoacetoxyethyl Methacrylate). As a reaction SMILES: [C:1]([O:5][CH2:6][CH2:7][CH2:8][CH3:9])(=[O:4])[CH:2]=[CH2:3].[C:10]([O:15][CH3:16])(=[O:14])[C:11]([CH3:13])=[CH2:12].[C:17]([O:22][CH2:23][CH2:24][O:25][C:26](=[O:31])[CH2:27][C:28]([CH3:30])=[O:29])(=[O:21])[C:18]([CH3:20])=[CH2:19].C(S)CCCCCCCCCCC.N(C(C)(CC)C#N)=NC(C)(CC)C#N.C([O-])(=O)CC(C)=O>C(OCCCC)(=O)C>[C:1]([O:5][CH2:6][CH2:7][CH2:8][CH3:9])(=[O:4])[CH:2]=[CH2:3].[C:10]([O:15][CH3:16])(=[O:14])[C:11]([CH3:13])=[CH2:12].[C:17]([O:22][CH2:23][CH2:24][O:25][C:26](=[O:31])[CH2:27][C:28]([CH3:30])=[O:29])(=[O:21])[C:18]([CH3:20])=[CH2:19] |f:7.8.9|. Solvent: C(C)(=O)OCCCC (butyl acetate). Conditions: temperature 70 celsius, time 22 hour.